This data is from the Open Reaction Database (ORD), a public repository of structured organic reaction records. The task is: describe an organic reaction: reactants, conditions, products, and yield Reactants: O=C(N=C=S)c1ccccc1, O=C([O-])[O-], CCc1ncc(-c2ccc(N)cc2)o1, [K+], [K+], C1CCOC1, O. Yields the product CCc1ncc(-c2ccc(NC(N)=S)cc2)o1. RXN SMILES: [C:15](=[O:16])([c:17]1[cH:18][cH:19][cH:20][cH:21][cH:22]1)[N:23]=[C:24]=[S:25].[C:26](=[O:27])([O-:28])[O-:29].[CH2:1]([CH3:2])[c:3]1[o:4][c:5](-[c:8]2[cH:9][cH:10][c:11]([NH2:14])[cH:12][cH:13]2)[cH:6][n:7]1.[K+:30].[K+:31].[O:32]1[CH2:33][CH2:34][CH2:35][CH2:36]1.[OH2:37]>>[CH2:1]([CH3:2])[c:3]1[o:4][c:5](-[c:8]2[cH:9][cH:10][c:11]([NH:14][C:24]([NH2:23])=[S:25])[cH:12][cH:13]2)[cH:6][n:7]1. Reactants: CCN(C(C)C)C(C)C, Cc1c(CCl)sc2c(=O)c(C(=O)NCc3ccc(Cl)cc3)cn(C)c12, CN(C)C=O, CNCC(O)c1cccc(NC(C)=O)c1. Yields the product CC(=O)Nc1cccc(C(O)CN(C)Cc2sc3c(=O)c(C(=O)NCc4ccc(Cl)cc4)cn(C)c3c2C)c1. As a reaction SMILES: [CH:41]([N:42]([CH:43]([CH3:44])[CH3:45])[CH2:46][CH3:47])([CH3:48])[CH3:49].[Cl:1][c:2]1[cH:3][cH:4][c:5]([CH2:6][NH:7][C:8](=[O:9])[c:10]2[c:11](=[O:23])[c:12]3[c:13]([n:14]([CH3:16])[cH:15]2)[c:17]([CH3:22])[c:18]([CH2:20][Cl:21])[s:19]3)[cH:24][cH:25]1.[O:50]=[CH:51][N:52]([CH3:53])[CH3:54].[OH:26][CH:27]([CH2:28][NH:29][CH3:30])[c:31]1[cH:32][c:33]([NH:37][C:38]([CH3:39])=[O:40])[cH:34][cH:35][cH:36]1>>[Cl:1][c:2]1[cH:3][cH:4][c:5]([CH2:6][NH:7][C:8](=[O:9])[c:10]2[c:11](=[O:23])[c:12]3[c:13]([n:14]([CH3:16])[cH:15]2)[c:17]([CH3:22])[c:18]([CH2:20][N:29]([CH2:28][CH:27]([OH:26])[c:31]2[cH:32][c:33]([NH:37][C:38]([CH3:39])=[O:40])[cH:34][cH:35][cH:36]2)[CH3:30])[s:19]3)[cH:24][cH:25]1.